Dataset: the Open Reaction Database (ORD), a public repository of structured organic reaction records. Task: describe an organic reaction: reactants, conditions, products, and yield Starting materials: C(C)(C)(C)OC(NC=1N(C(C[C@@](N1)(C)C1=CC(=CC=C1)N)=O)C)=O ([(S)-4-(3-amino-phenyl)-1,4-dimethyl-6-oxo-1,4,5,6-tetrahydro-pyrimidin-2-yl]-carbamic acid tert-butyl ester), F1, ClC1=CC(=NC=C1)C(=O)O (4-chloro-pyridine-2-carboxylic acid). Yields the product NC=1N(C(C[C@@](N1)(C)C=1C=C(C=CC1)NC(=O)C1=NC=CC(=C1)Cl)=O)C (4-Chloro-pyridine-2-carboxylic acid [3-((S)-2-amino-1,4-dimethyl-6-oxo-1,4,5,6-tetrahydro-pyrimidin-4-yl)-phenyl]-amide). As a reaction SMILES: C(OC(=O)[NH:7][C:8]1[N:9]([CH3:23])[C:10](=[O:22])[CH2:11][C@:12]([C:15]2[CH:20]=[CH:19][CH:18]=[C:17]([NH2:21])[CH:16]=2)([CH3:14])[N:13]=1)(C)(C)C.[Cl:25][C:26]1[CH:31]=[CH:30][N:29]=[C:28]([C:32](O)=[O:33])[CH:27]=1>>[NH2:7][C:8]1[N:9]([CH3:23])[C:10](=[O:22])[CH2:11][C@:12]([C:15]2[CH:16]=[C:17]([NH:21][C:32]([C:28]3[CH:27]=[C:26]([Cl:25])[CH:31]=[CH:30][N:29]=3)=[O:33])[CH:18]=[CH:19][CH:20]=2)([CH3:14])[N:13]=1. Reported procedure: The coupling of [(S)-4-(3-amino-phenyl)-1,4-dimethyl-6-oxo-1,4,5,6-tetrahydro-pyrimidin-2-yl]-carbamic acid tert-butyl ester from experiment F1 and 4-chloro-pyridine-2-carboxylic acid followed by deprotection of the intermediate yielded the title compound as a colourless solid. MS (ESI): m/z=372.1 [ M+H]+. Reactants: NC=1C=CC2=C(N=C(O2)C)C1 (5-amino-2-methylbenzoxazole), N1=CC=CC=C1 (pyridine), COCCS(=O)(=O)Cl (2-Methoxyethyl sulfonyl chloride). Solvent: C(C)(=O)OCC (ethyl acetate). Reaction conditions: temperature 0 celsius. Product: COCCS(=O)(=O)NC=1C=CC2=C(N=C(O2)C)C1 (5-(2-Methoxyethylsulfonamido)-2-methylbenzoxazole). The yield is 77.6%. As a reaction SMILES: [NH2:1][C:2]1[CH:3]=[CH:4][C:5]2[O:9][C:8]([CH3:10])=[N:7][C:6]=2[CH:11]=1.N1C=CC=CC=1.[CH3:18][O:19][CH2:20][CH2:21][S:22](Cl)(=[O:24])=[O:23]>C(OCC)(=O)C>[CH3:18][O:19][CH2:20][CH2:21][S:22]([NH:1][C:2]1[CH:3]=[CH:4][C:5]2[O:9][C:8]([CH3:10])=[N:7][C:6]=2[CH:11]=1)(=[O:24])=[O:23]. Reported procedure: Into a 1.0 L round bottom flask equipped with mechanical stirrer, addition funnel, thermometer and nitrogen inlet tube was placed 100 grams (0.67 Mol) of 5-amino-2-methylbenzoxazole and 350 mL of pyridine. The slurry was stirred in an ice/ethanol bath at 0° C. then 110 grams (0.69 Mol) of Intermediate 1 was added dropwise so as to maintain a reaction temperature below 7° C. The reaction was stirred at 0° C. for two hours then the resulting red colored mixture was poured into 1.0 L of ethyl aceta... Reactants: Brc1n[nH]c2ccccc12, COc1ccc(B(O)O)cc1, COCCOC, [Na+], [Na+], O=C([O-])[O-], [Pd], c1ccc(P(c2ccccc2)c2ccccc2)cc1, c1ccc(P(c2ccccc2)c2ccccc2)cc1, c1ccc(P(c2ccccc2)c2ccccc2)cc1, c1ccc(P(c2ccccc2)c2ccccc2)cc1. Yields the product COc1ccc(-c2n[nH]c3ccccc23)cc1. As a reaction SMILES: [Br:1][c:2]1[n:3][nH:4][c:5]2[cH:6][cH:7][cH:8][cH:9][c:10]12.[CH3:11][O:12][c:13]1[cH:14][cH:15][c:16]([B:19]([OH:20])[OH:21])[cH:17][cH:18]1.[CH3:22][O:23][CH2:24][CH2:25][O:26][CH3:27].[Na+:28].[Na+:29].[O-:30][C:31](=[O:32])[O-:33].[Pd:34].[c:35]1([P:36]([c:37]2[cH:38][cH:39][cH:40][cH:41][cH:42]2)[c:43]2[cH:44][cH:45][cH:46][cH:47][cH:48]2)[cH:49][cH:50][cH:51][cH:52][cH:53]1.[c:54]1([P:55]([c:56]2[cH:57][cH:58][cH:59][cH:60][cH:61]2)[c:62]2[cH:63][cH:64][cH:65][cH:66][cH:67]2)[cH:68][cH:69][cH:70][cH:71][cH:72]1.[c:73]1([P:74]([c:75]2[cH:76][cH:77][cH:78][cH:79][cH:80]2)[c:81]2[cH:82][cH:83][cH:84][cH:85][cH:86]2)[cH:87][cH:88][cH:89][cH:90][cH:91]1.[c:92]1([P:93]([c:94]2[cH:95][cH:96][cH:97][cH:98][cH:99]2)[c:100]2[cH:101][cH:102][cH:103][cH:104][cH:105]2)[cH:106][cH:107][cH:108][cH:109][cH:110]1>>[c:2]1(-[c:16]2[cH:15][cH:14][c:13]([O:12][CH3:11])[cH:18][cH:17]2)[n:3][nH:4][c:5]2[cH:6][cH:7][cH:8][cH:9][c:10]12. The reactants are C1CCNC1, CC(=O)O, Cc1ccccc1, CCCCC1(CCC(C)=O)Cc2c(cc(F)c(N)c2Cl)C1=O. The product is CCCCC12CCC(=O)C=C1c1cc(F)c(N)c(Cl)c1C2. As a reaction SMILES: [CH2:27]1[CH2:28][NH:29][CH2:30][CH2:31]1.[CH3:23][C:24](=[O:25])[OH:26].[CH3:32][c:33]1[cH:34][cH:35][cH:36][cH:37][cH:38]1.[NH2:1][c:2]1[c:3]([Cl:22])[c:4]2[c:8]([cH:9][c:10]1[F:11])[C:7](=[O:12])[C:6]([CH2:13][CH2:14][C:15]([CH3:16])=[O:17])([CH2:18][CH2:19][CH2:20][CH3:21])[CH2:5]2>>[NH2:1][c:2]1[c:3]([Cl:22])[c:4]2[c:8]([cH:9][c:10]1[F:11])[C:7]1=[CH:16][C:15](=[O:17])[CH2:14][CH2:13][C:6]1([CH2:18][CH2:19][CH2:20][CH3:21])[CH2:5]2. Reactants: BrCC1CC=2C=NC=3C=CC(=CC3C2O1)OC (2-bromomethyl-8-methoxy-2,3-dihydro-furo[3,2-c]quinoline), C(C)(C)(C)OC(=O)N1CC(C1)N (3-amino-azetidine-1-carboxylic acid tert-butyl ester), O=C1CSC2=C(N1)C=C(C=C2)C(=O)O (3-oxo-3,4-dihydro-2H-benzo[1,4]thiazine-6-carboxylic acid). Yields the product COC1=CC=2C3=C(C=NC2C=C1)CC(O3)CN3CC(C3)NC(=O)C=3C=CC1=C(NC(CS1)=O)C3 (3-oxo-3,4-dihydro-2H-benzo[1,4]thiazine-6-carboxylic acid [1-(8-methoxy-2,3-dihydro-furo[3,2-c]quinolin-2-ylmethyl)-azetidin-3-yl]-amide). Reaction SMILES: Br[CH2:2][CH:3]1[O:15][C:14]2[C:13]3[CH:12]=[C:11]([O:16][CH3:17])[CH:10]=[CH:9][C:8]=3[N:7]=[CH:6][C:5]=2[CH2:4]1.C(OC([N:25]1[CH2:28][CH:27]([NH2:29])[CH2:26]1)=O)(C)(C)C.[O:30]=[C:31]1[NH:36][C:35]2[CH:37]=[C:38]([C:41](O)=[O:42])[CH:39]=[CH:40][C:34]=2[S:33][CH2:32]1>>[CH3:17][O:16][C:11]1[CH:10]=[CH:9][C:8]2[N:7]=[CH:6][C:5]3[CH2:4][CH:3]([CH2:2][N:25]4[CH2:26][CH:27]([NH:29][C:41]([C:38]5[CH:39]=[CH:40][C:34]6[S:33][CH2:32][C:31](=[O:30])[NH:36][C:35]=6[CH:37]=5)=[O:42])[CH2:28]4)[O:15][C:14]=3[C:13]=2[CH:12]=1. Procedure details: The titled compound is prepared as a white lyophilized powder following Scheme 1 and in analogy to Example 1 using 2-bromomethyl-8-methoxy-2,3-dihydro-furo[3,2-c]quinoline, 3-amino-azetidine-1-carboxylic acid tert-butyl ester and 3-oxo-3,4-dihydro-2H-benzo[1,4]thiazine-6-carboxylic acid as starting material. The reactants are CCO, Cl, [K+], COc1cc2c3c([nH]c2c(Cl)c1Cl)C(=O)NCC3, [OH-], O. The product is COc1cc2c(CCN)c(C(=O)O)[nH]c2c(Cl)c1Cl. As a reaction SMILES: [CH3:22][CH2:23][OH:24].[ClH:21].[K+:20].[O:1]=[C:2]1[NH:3][CH2:4][CH2:5][c:6]2[c:7]1[nH:8][c:9]1[c:10]([Cl:18])[c:11]([Cl:17])[c:12]([O:15][CH3:16])[cH:13][c:14]21.[OH-:19].[OH2:25]>>[O:1]=[C:2]([c:7]1[c:6]([CH2:5][CH2:4][NH2:3])[c:14]2[c:9]([nH:8]1)[c:10]([Cl:18])[c:11]([Cl:17])[c:12]([O:15][CH3:16])[cH:13]2)[OH:19]. The reactants are COCCOCCC[C@]12C(CC=C2C2=C(CC1)C=1C=CC(=CC1CC2)OC)=O ((±)-13-(2-(2-Methoxyethoxymethyl)-ethyl)-3-methoxygona-1,3,5(10), 8,14-pentaen-17-one). Reagents/catalysts: [Ni] (Raney® nickel). Solvent: O1CCOCC1 (dioxane). Conditions: time 25 minute. Yields the product COCCOCCC[C@]12C(CC[C@H]2C2=C(CC1)C=1C=CC(=CC1CC2)OC)=O ((±)-13-(2-(2-Methoxyethoxymethyl)-ethyl)-3-methoxygona-1,3,5(10),8-tetraen-17-one). The yield is 103.4%. RXN SMILES: [CH3:1][O:2][CH2:3][CH2:4][O:5][CH2:6][CH2:7][CH2:8][C@:9]12[CH2:17][CH2:16][C:15]3[C:18]4[CH:19]=[CH:20][C:21]([O:26][CH3:27])=[CH:22][C:23]=4[CH2:24][CH2:25][C:14]=3[C:13]1=[CH:12][CH2:11][C:10]2=[O:28]>O1CCOCC1.[Ni]>[CH3:1][O:2][CH2:3][CH2:4][O:5][CH2:6][CH2:7][CH2:8][C@:9]12[CH2:17][CH2:16][C:15]3[C:18]4[CH:19]=[CH:20][C:21]([O:26][CH3:27])=[CH:22][C:23]=4[CH2:24][CH2:25][C:14]=3[C@@H:13]1[CH2:12][CH2:11][C:10]2=[O:28]. Reported procedure: A mixture of 49 (9.7 g, 24.4 mmol) and Raney® nickel (26 mL) in dioxane (220 mL) was stirred under H2 (g) (1 atm) at room temperature for 25 min. The mixture was filtered through Celite pad and washed several times with ethyl acetate. The solvents were removed by evaporation to give quantitatively (9.7 g) the desired compound.